The task is: describe an organic reaction: reactants, conditions, products, and yield. This data is from the Open Reaction Database (ORD), a public repository of structured organic reaction records. The reactants are C(CCCCCCCCCCCCCCC)(=O)OC[C@@H]([C@@H]1C(=C(C(=O)O1)O)O)O (6-O-palmitoyl-L-ascorbic acid), C(\C=C\C=C\C)(=O)Cl (sorboyl chloride). The solvent is N1=CC=CC=C1 (pyridine), ClCCl (dichloromethane). Reaction conditions: time 2 hour. Product: C(CCCCCCCCCCCCCCC)(=O)OC[C@@H]([C@@H]1C(=C(C(=O)O1)OC(\C=C\C=C\C)=O)O)O (6-O-Palmitoyl-2-O-sorboyl-L-ascorbic Acid). As a reaction SMILES: [C:1]([O:18][CH2:19][C@H:20]([OH:29])[C@H:21]1[O:26][C:24](=[O:25])[C:23]([OH:27])=[C:22]1[OH:28])(=[O:17])[CH2:2][CH2:3][CH2:4][CH2:5][CH2:6][CH2:7][CH2:8][CH2:9][CH2:10][CH2:11][CH2:12][CH2:13][CH2:14][CH2:15][CH3:16].[C:30](Cl)(=[O:36])/[CH:31]=[CH:32]/[CH:33]=[CH:34]/[CH3:35]>N1C=CC=CC=1.ClCCl>[C:1]([O:18][CH2:19][C@H:20]([OH:29])[C@H:21]1[O:26][C:24](=[O:25])[C:23]([O:27][C:30](=[O:36])/[CH:31]=[CH:32]/[CH:33]=[CH:34]/[CH3:35])=[C:22]1[OH:28])(=[O:17])[CH2:2][CH2:3][CH2:4][CH2:5][CH2:6][CH2:7][CH2:8][CH2:9][CH2:10][CH2:11][CH2:12][CH2:13][CH2:14][CH2:15][CH3:16]. Reported procedure: 50 g (120 mmol; 1 eq.) of 6-O-palmitoyl-L-ascorbic acid were dissolved in 400 ml of pyridine in a 1 l 4-necked flask. 23.40 g (130 mmol; 1.1 eq.) of sorboyl chloride, dissolved in 30 ml of dichloromethane, were slowly added dropwise at an internal temperature of -15° C. Care was taken here that the internal temperature did not exceed -10° C. The mixture was brought to room temperature and additionally stirred for 2 hours. The reaction solution was concentrated on a rotary evaporator and then cod... The reagents and catalysts are [C].[Pd] (palladium-carbon). Isolated yield 85.2%. Reaction SMILES: [CH2:1]([C:3]1([CH2:10][CH3:11])[CH2:8][CH2:7][C:6](=[O:9])[CH:5]=[CH:4]1)[CH3:2].[H][H]>C(O)(=O)C.[C].[Pd]>[CH2:10]([C:3]1([CH2:1][CH3:2])[CH2:8][CH2:7][C:6](=[O:9])[CH2:5][CH2:4]1)[CH3:11] |f:3.4|. Yields the product C(C)C1(CCC(CC1)=O)CC (4,4-diethyl-1-cyclohexanone). Run in C(C)(=O)O (acetic acid). Procedure: In 22 ml of acetic acid was dissolved 2.20 g of 4,4-diethyl-2-cyclohexen-1-one, to which was added 0.22 g of 5% palladium-carbon. Under a pressure of 5 atmospheres, the mixture was stirred at ambient temperature for one hour under a stream of hydrogen. The reaction mixture was filtered, and the solvent was distilled off under reduced pressure. Purification of the residue by column chromatography [eluent: hexane:ethyl acetate=10:1] gave 1.90 g of 4,4-diethyl-1-cyclohexanone as a colorless oily pr... Starting materials: C(C)C1(C=CC(CC1)=O)CC (4,4-diethyl-2-cyclohexen-1-one), [H][H] (hydrogen).